Task: describe an organic reaction: reactants, conditions, products, and yield. Dataset: the Open Reaction Database (ORD), a public repository of structured organic reaction records The reactants are solution, [Cl-].C[Al+]C (dimethylaluminum chloride), solution, [N+](=O)([O-])C=1C=CC=C2C=CNC12 (7-nitro-1H-indole), C(C)(=O)Cl (acetyl chloride), [Cl-].[NH4+] (ammonium chloride). The solvent is CCCCCC (hexane), ClCCl (dichloromethane). Conditions: time 4 hour. The product is C(C)(=O)C1=CNC2=C(C=CC=C12)[N+](=O)[O-] (3-acetyl-7-nitro-1H-indole). As a reaction SMILES: [Cl-].C[Al+]C.[N+:5]([C:8]1[CH:9]=[CH:10][CH:11]=[C:12]2[C:16]=1[NH:15][CH:14]=[CH:13]2)([O-:7])=[O:6].[C:17](Cl)(=[O:19])[CH3:18].[Cl-].[NH4+]>CCCCCC.ClCCl>[C:17]([C:13]1[C:12]2[C:16](=[C:8]([N+:5]([O-:7])=[O:6])[CH:9]=[CH:10][CH:11]=2)[NH:15][CH:14]=1)(=[O:19])[CH3:18] |f:0.1,4.5|. Procedure details: A 1.0M solution (11 ml) of dimethylaluminum chloride (11 mmol) in hexane was added to 50 ml of a solution of 1.2 g (7.5 mmol) of 7-nitro-1H-indole in dichloromethane at 0° C. in a nitrogen atmosphere, followed by the addition of 2.1 ml (29.5 mmol) of acetyl chloride at 0° C. The obtained mixture was stirred at room temperature for 4 hours, followed by the addition of a saturated aqueous solution of ammonium chloride. The precipitate thus formed was recovered by filtration and washed with hot eth... Starting materials: CC(=O)OC(C)=O, ClCCl, NC1c2ccccc2CC1O. Product: CC(=O)NC1c2ccccc2CC1O. As a reaction SMILES: [CH3:12][C:13](=[O:14])[O:15][C:16](=[O:17])[CH3:18].[Cl:19][CH2:20][Cl:21].[NH2:1][CH:2]1[CH:3]([OH:11])[CH2:4][c:5]2[cH:6][cH:7][cH:8][cH:9][c:10]21>>[NH:1]([CH:2]1[CH:3]([OH:11])[CH2:4][c:5]2[cH:6][cH:7][cH:8][cH:9][c:10]21)[C:13]([CH3:12])=[O:14]. Reactants: CCCCCCC(=O)Cl, CC#N, CCN(C(C)C)C(C)C, Cl, Cc1nc2ccc(CN)cc2c(=O)n1C1CCC(=O)NC1=O. Product: CCCCCCC(=O)NCc1ccc2nc(C)n(C3CCC(=O)NC3=O)c(=O)c2c1. Reaction SMILES: [C:24]([CH2:25][CH2:26][CH2:27][CH2:28][CH2:29][CH3:30])(=[O:31])[Cl:32].[CH3:42][C:43]#[N:44].[CH:33]([N:34]([CH2:35][CH3:36])[CH:37]([CH3:38])[CH3:39])([CH3:40])[CH3:41].[ClH:1].[NH2:2][CH2:3][c:4]1[cH:5][c:6]2[c:7](=[O:23])[n:8]([CH:15]3[C:16](=[O:22])[NH:17][C:18](=[O:21])[CH2:19][CH2:20]3)[c:9]([CH3:14])[n:10][c:11]2[cH:12][cH:13]1>>[NH:2]([CH2:3][c:4]1[cH:5][c:6]2[c:7](=[O:23])[n:8]([CH:15]3[C:16](=[O:22])[NH:17][C:18](=[O:21])[CH2:19][CH2:20]3)[c:9]([CH3:14])[n:10][c:11]2[cH:12][cH:13]1)[C:24]([CH2:25][CH2:26][CH2:27][CH2:28][CH2:29][CH3:30])=[O:31]. Reactants: FC1=C(C(=O)O)C=CC=C1OC (2-fluoro-3-methoxybenzoic acid), FC(C(=O)O)(F)F (trifluoroacetic acid). Run in FC(C(=O)OC(C(F)(F)F)=O)(F)F (trifluoroacetic anhydride). The product is COC1=CC=C2C(COCC2=C1F)=O (7-methoxy-8-fluoroisochroman-4-one). Isolated yield 32.0%. Reaction SMILES: [F:1][C:2]1[C:10]([O:11][CH3:12])=[CH:9][CH:8]=[CH:7][C:3]=1[C:4]([OH:6])=O.F[C:14](F)(F)[C:15](O)=[O:16]>FC(F)(F)C(OC(=O)C(F)(F)F)=O>[CH3:12][O:11][C:10]1[C:2]([F:1])=[C:3]2[C:7]([C:15](=[O:16])[CH2:14][O:6][CH2:4]2)=[CH:8][CH:9]=1. Procedure details: A solution of 2-fluoro-3-methoxyphenyl)-3-oxo-propanoic acid from Step 1 (1.96 g, 8.6 mmol) in 4 mL of trifluoroacetic acid and 2 mL of trifluoroacetic anhydride was stirred at room temperature for 1 hour. The solution was concentrated in vacuo, the residue dissolved in ether, and the ethereal solution was washed with saturated aqueous NaHCO3, brine, dried over anhydrous MgSO4, filtered and concentrated in vacuo to give a solid that was purified by flash chromatography to provide 0.37 g (32%) of... Reactants: [H-].C(C(C)C)[Al+]CC(C)C (Diisobutylaluminum hydride), CCCCCC (hexane), C1(CCCC1)C(CCCC#N)C (5-cyclopentylhexanenitrile), OS(=O)(=O)O (H2SO4). Run in CC(C)(C)OC (MTBE), CO (methanol). Run at temperature -70 celsius, time 0.5 hour. The product is C1(CCCC1)C(CCCC=O)C (5-cyclopentylhexanal). The yield is 51.5%. RXN SMILES: [H-].C([Al+]CC(C)C)C(C)C.CCCCCC.[CH:17]1([CH:22]([CH3:28])[CH2:23][CH2:24][CH2:25][C:26]#N)[CH2:21][CH2:20][CH2:19][CH2:18]1.[OH:29]S(O)(=O)=O>CC(OC)(C)C.CO>[CH:17]1([CH:22]([CH3:28])[CH2:23][CH2:24][CH2:25][CH:26]=[O:29])[CH2:21][CH2:20][CH2:19][CH2:18]1 |f:0.1|. Procedure: Diisobutylaluminum hydride (60 ml of 1.0 M solution in hexane) was added at −65° C. to a hexane (50 ml) solution of 5-cyclopentylhexanenitrile (5.0 g; 30 mmol; from example 11). After stirring at −70° C. for 0.5 hour, and at room temperature for 3 hours, methanol (1.8 ml) was added, and the stirring continued for 20 minutes. 10% H2SO4 (48 ml) was added, and the reaction mixture was diluted with MTBE (150 ml). The organic layer was separated, washed with saturated sodium bicarbonate solution (300...